From a dataset of the Open Reaction Database (ORD), a public repository of structured organic reaction records. describe an organic reaction: reactants, conditions, products, and yield Reactants: COC1=CC2=C(N(C(CNC2)=O)C)C=C1[N+](=O)[O-] (7-Methoxy-1-methyl-8-nitro-1,3,4,5-tetrahydro-benzo[e][1,4]diazepin-2-one), C(C)Br (Ethyl bromide), C(C)(C)N(C(C)C)CC (N,N-Diisopropylethylamine), CN(C=O)C (N,N-Dimethylformamide). Reagents/catalysts: [I-].[Na+] (Sodium iodide). Product: C(C)N1CC(N(C2=C(C1)C=C(C(=C2)[N+](=O)[O-])OC)C)=O (4-Ethyl-7-methoxy-1-methyl-8-nitro-1,3,4,5-tetrahydro-benzo[e][1,4]diazepin-2-one). Yield: 71.6%. As a reaction SMILES: [CH3:1][O:2][C:3]1[C:15]([N+:16]([O-:18])=[O:17])=[CH:14][C:6]2[N:7]([CH3:13])[C:8](=[O:12])[CH2:9][NH:10][CH2:11][C:5]=2[CH:4]=1.[CH2:19](Br)[CH3:20].C(N(CC)C(C)C)(C)C.CN(C)C=O>[I-].[Na+]>[CH2:19]([N:10]1[CH2:11][C:5]2[CH:4]=[C:3]([O:2][CH3:1])[C:15]([N+:16]([O-:18])=[O:17])=[CH:14][C:6]=2[N:7]([CH3:13])[C:8](=[O:12])[CH2:9]1)[CH3:20] |f:4.5|. Procedure details: A mixture of 7-Methoxy-1-methyl-8-nitro-1,3,4,5-tetrahydro-benzo[e][1,4]diazepin-2-one (0.50 g, 0.0020 mol), Ethyl bromide (0.297 mL, 0.00401 mol), Sodium iodide (0.0029 g, 0.000019 mol) and N,N-Diisopropylethylamine (0.87 mL, 0.0050 mol;) in N,N-Dimethylformamide (4 mL, 0.05 mol;) was reacted in an analogous manner to example 743-C to give 4-Ethyl-7-methoxy-1-methyl-8-nitro-1,3,4,5-tetrahydro-benzo[e][1,4]diazepin-2-one as a tan solid (0.40 g, 72%). Mp129-131° C. Starting materials: OC(c1c(F)cc(Cl)cc1F)C1CC1, ClCCl, CS(=O)(=O)Cc1cc(F)cc2cc[nH]c12, O=C(O)C(F)(F)F. Yields the product CS(=O)(=O)Cc1cc(F)cc2c(C(c3c(F)cc(Cl)cc3F)C3CC3)c[nH]c12. As a reaction SMILES: [Cl:1][c:2]1[cH:3][c:4]([F:14])[c:5]([CH:9]([OH:10])[CH:11]2[CH2:12][CH2:13]2)[c:6]([F:8])[cH:7]1.[Cl:37][CH2:38][Cl:39].[F:22][c:23]1[cH:24][c:25]2[cH:26][cH:27][nH:28][c:29]2[c:30]([CH2:32][S:33](=[O:34])(=[O:35])[CH3:36])[cH:31]1.[OH:15][C:16]([C:17]([F:18])([F:19])[F:20])=[O:21]>>[Cl:1][c:2]1[cH:3][c:4]([F:14])[c:5]([CH:9]([CH:11]2[CH2:12][CH2:13]2)[c:26]2[c:25]3[cH:24][c:23]([F:22])[cH:31][c:30]([CH2:32][S:33](=[O:34])(=[O:35])[CH3:36])[c:29]3[nH:28][cH:27]2)[c:6]([F:8])[cH:7]1. Reactants: FC1=C(C(=CC=C1)F)C=1C=C(C(=O)N(C)OC)C=CN1 (2-(2,6-difluoro-phenyl)-N-methoxy-N-methyl-isonicotinamide), CC(C)C[AlH]CC(C)C (DIBAL). Run in C1(=CC=CC=C1)C (toluene). Run at temperature -78 celsius, time 2 hour. Yields the product FC1=C(C(=CC=C1)F)C1=NC=CC(=C1)C=O (2-(2,6-Difluoro-phenyl)-pyridine-4-carbaldehyde). Yield: 60.2%. As a reaction SMILES: [F:1][C:2]1[CH:7]=[CH:6][CH:5]=[C:4]([F:8])[C:3]=1[C:9]1[CH:10]=[C:11]([CH:18]=[CH:19][N:20]=1)[C:12](N(OC)C)=[O:13].CC(C[AlH]CC(C)C)C>C1(C)C=CC=CC=1>[F:1][C:2]1[CH:7]=[CH:6][CH:5]=[C:4]([F:8])[C:3]=1[C:9]1[CH:10]=[C:11]([CH:12]=[O:13])[CH:18]=[CH:19][N:20]=1. Procedure details: To a stirred solution of (2-(2,6-difluoro-phenyl)-N-methoxy-N-methyl-isonicotinamide (Example 33) (268 mg, 0.963 mmol) in toluene (1.2 mL) at −78° C. was added DIBAL (1M in toluene; 1.01 mL, 1.01 mmol) dropwise. The mixture was stirred −78° C. for 2 hours then warmed to 0° C. and the reaction was quenched by the addition of 1M aqueous HCl. The mixture was neutralized using saturated aqueous NaHCO3 solution and then extracted into CHCl3 (×3). The combined extracts were dried (MgSO4), filtered and... The reactants are C(C)N(CC)S(F)(F)F (Diethylaminosulfur trifluoride), BrC=1C=C(C(=C(C1)C(C)(C)O)OC)N(C)C (2-[5-bromo-3-(dimethylamino)-2-methoxyphenyl]-2-propanol), O (water). Solvent: C(Cl)Cl (methylene chloride). The product is BrC=1C=C(C(=C(C1)N(C)C)OC)C(C)(C)F (N-[5-Bromo-3-(1-fluoro-1-methylethyl)-2-methoxyphenyl]-N,N-dime thylamine). Isolated yield 67.5%. Reaction SMILES: C(N(S(F)(F)[F:7])CC)C.[Br:10][C:11]1[CH:12]=[C:13]([N:23]([CH3:25])[CH3:24])[C:14]([O:21][CH3:22])=[C:15]([C:17](O)([CH3:19])[CH3:18])[CH:16]=1.O>C(Cl)Cl>[Br:10][C:11]1[CH:16]=[C:15]([C:17]([F:7])([CH3:19])[CH3:18])[C:14]([O:21][CH3:22])=[C:13]([N:23]([CH3:25])[CH3:24])[CH:12]=1. Procedure details: Diethylaminosulfur trifluoride (620 mg) was added to a solution of 2-[5-bromo-3-(dimethylamino)-2-methoxyphenyl]-2-propanol (1 g) in methylene chloride while stirring on ice. After stirring for an additional 30 minutes while cooling on ice, water was added, extraction was performed with ethyl acetate, and the organic layer was washed with brine and then dried over anhydrous magnesium sulfate. The solvent was distilled off under reduced pressure and the residue was purified by silica gel column c... Reactants: N1(N=CN=C1)C1=CC=C(CN2N=C3N(C(N(C(C3=C2NC2=CC=CC=C2)=S)C)=O)CC(C)(C)C)C=C1 (2-(4-(1H-1,2,4-triazol-1-yl)benzyl)-5-methyl-7-neopentyl-3-(phenylamino)-4-thioxo-4,5-dihydro-2H-pyrazolo[3,4-d]pyrimidin-6(7H)-one), N (NH3). The reagents and catalysts are Cl[Hg]Cl (HgCl2). Run in CO (methanol). Run at temperature 110 celsius. The product is N1(N=CN=C1)C1=CC=C(CN2N=C3N(C(N(C(C3=C2NC2=CC=CC=C2)=N)C)=O)CC(C)(C)C)C=C1 (2-(4-(1H-1,2,4-triazol-1-yl)benzyl)-4-imino-5-methyl-7-neopentyl-3-(phenylamino)-4,5-dihydro-2H-pyrazolo[3,4-d]pyrimidin-6(7H)-one). Isolated yield 90.0%. As a reaction SMILES: [N:1]1([C:6]2[CH:36]=[CH:35][C:9]([CH2:10][N:11]3[C:19]([NH:20][C:21]4[CH:26]=[CH:25][CH:24]=[CH:23][CH:22]=4)=[C:18]4[C:13]([N:14]([CH2:30][C:31]([CH3:34])([CH3:33])[CH3:32])[C:15](=[O:29])[N:16]([CH3:28])[C:17]4=S)=[N:12]3)=[CH:8][CH:7]=2)[CH:5]=[N:4][CH:3]=[N:2]1.[NH3:37]>CO.Cl[Hg]Cl>[N:1]1([C:6]2[CH:36]=[CH:35][C:9]([CH2:10][N:11]3[C:19]([NH:20][C:21]4[CH:26]=[CH:25][CH:24]=[CH:23][CH:22]=4)=[C:18]4[C:13]([N:14]([CH2:30][C:31]([CH3:34])([CH3:33])[CH3:32])[C:15](=[O:29])[N:16]([CH3:28])[C:17]4=[NH:37])=[N:12]3)=[CH:8][CH:7]=2)[CH:5]=[N:4][CH:3]=[N:2]1. Procedure details: 2-(4-(1H-1,2,4-triazol-1-yl)benzyl)-5-methyl-7-neopentyl-3-(phenylamino)-4-thioxo-4,5-dihydro-2H-pyrazolo[3,4-d]pyrimidin-6(7H)-one (60 mg, 0.12 mmol) and HgCl2 (65 mg, 0.24 mmol) are suspended in 2 mL of 7N NH3 in methanol. The reaction mixture is heated in a Biotage microwave at 110° C. for 3 hours. After routine workup, the mixture is purified by a semi-preparative HPLC to give 52 mg of pure product as off-white solids (yield: 90%). MS (ESI) m/z 484.3 [M+H]+. Reactants: BrC1=CC=C(C=C1)N1N=CC(=N1)O (2-(4-bromophenyl)-2H-1,2,3-triazol-4-ol), CI (methyl iodide), C1CCOC1 (THF), C([O-])([O-])=O.[Cs+].[Cs+] (cesium carbonate). The solvent is O (Water). Run at temperature 60 celsius. The product is BrC1=CC=C(C=C1)N1N=CC(=N1)OC (2-(4-bromophenyl)-4-methoxy-2H-1,2,3-triazole). As a reaction SMILES: [Br:1][C:2]1[CH:7]=[CH:6][C:5]([N:8]2[N:12]=[C:11]([OH:13])[CH:10]=[N:9]2)=[CH:4][CH:3]=1.[CH2:14]1COCC1.C(=O)([O-])[O-].[Cs+].[Cs+].CI>O>[Br:1][C:2]1[CH:3]=[CH:4][C:5]([N:8]2[N:12]=[C:11]([O:13][CH3:14])[CH:10]=[N:9]2)=[CH:6][CH:7]=1 |f:2.3.4|. Reported procedure: 2-(4-bromophenyl)-2H-1,2,3-triazol-4-ol (200 mg, 0.833 mmol) was weighed into a 20 ml vial equipped with a septa cap. THF (10.0 ml) was added. To this was added cesium carbonate (814 mg, 2.5 mmol), followed by the addition of methyl iodide (65.8 uL, 1.04 mmol) via syringe. The reaction was heated at 60° C. for 16 hours. Water (20 ml) was added and the product was extracted with ethyl acetate (2×75 ml). Organic phases were combined, dried over potassium carbonate, filtered and concentrated to fur... The reactants are ClC1=C(C(=O)OC)C=CC(=C1C=1OC=NN1)S(=O)(=O)C (methyl 2-chloro-4-methylsulfonyl-3-(1,3,4-oxadiazol-2-yl)benzoate), [I-].[Li+] (lithium iodide). Run in N1=CC=CC=C1 (pyridine), N1=CC=CC=C1 (pyridine). The product is ClC1=C(C(=O)O)C=CC(=C1C=1OC=NN1)S(=O)(=O)C (2-chloro-4-methylsulfonyl-3-(1,3,4-oxadiazol-2-yl)benzoic acid). Isolated yield 84.3%. RXN SMILES: [Cl:1][C:2]1[C:11]([C:12]2[O:13][CH:14]=[N:15][N:16]=2)=[C:10]([S:17]([CH3:20])(=[O:19])=[O:18])[CH:9]=[CH:8][C:3]=1[C:4]([O:6]C)=[O:5].[I-].[Li+]>N1C=CC=CC=1>[Cl:1][C:2]1[C:11]([C:12]2[O:13][CH:14]=[N:15][N:16]=2)=[C:10]([S:17]([CH3:20])(=[O:19])=[O:18])[CH:9]=[CH:8][C:3]=1[C:4]([OH:6])=[O:5] |f:1.2|. Reported procedure: At reflux temperature, 1.5 g (4.7 mmol) of methyl 2-chloro-4-methylsulfonyl-3-(1,3,4-oxadiazol-2-yl)benzoate in 50 ml of pyridine were added dropwise to 2.5 g (18.9 mmol) of lithium iodide in 50 ml of pyridine, and the mixture was heated under reflux until the reaction had gone to completion. The mixture was cooled, the solvent was removed, the residue was taken up in water, insoluble components were filtered off and the mixture was acidified using hydrochloric acid and extracted with methylene ...